This data is from the Open Reaction Database (ORD), a public repository of structured organic reaction records. The task is: describe an organic reaction: reactants, conditions, products, and yield Reactants: C(C)OC(=O)[C@H]1O[C@@H]1C(N[C@H](C(=O)NC1=C(C=C(C=C1C)C)C)CC1=CN=CN1)=O ((2S,3S)-ethyl-3-((S)-3-(1H-imidazol-5-yl)-1-(mesitylamino)-1-oxopropan-2-ylcarbamoyl)oxirane-2-carboxylate), [Li+].[OH-] (LiOH). Run in CO.O (MeOH H2O). The product is N1C=NC=C1C[C@@H](C(=O)NC1=C(C=C(C=C1C)C)C)NC(=O)[C@@H]1[C@H](O1)C(=O)O ((2S,3S)-3-((S)-3-(1H-imidazol-5-yl)-1-(mesitylamino)-1-oxopropan-2-ylcarbamoyl)oxirane-2-carboxylic acid). The yield is 67.8%. As a reaction SMILES: C([O:3][C:4]([C@@H:6]1[C@@H:8]([C:9](=[O:30])[NH:10][C@@H:11]([CH2:24][C:25]2[NH:29][CH:28]=[N:27][CH:26]=2)[C:12]([NH:14][C:15]2[C:20]([CH3:21])=[CH:19][C:18]([CH3:22])=[CH:17][C:16]=2[CH3:23])=[O:13])[O:7]1)=[O:5])C.[Li+].[OH-]>CO.O>[NH:29]1[C:25]([CH2:24][C@H:11]([NH:10][C:9]([C@H:8]2[O:7][C@@H:6]2[C:4]([OH:5])=[O:3])=[O:30])[C:12]([NH:14][C:15]2[C:16]([CH3:23])=[CH:17][C:18]([CH3:22])=[CH:19][C:20]=2[CH3:21])=[O:13])=[CH:26][N:27]=[CH:28]1 |f:1.2,3.4|. Reported procedure: Synthesized following general saponification procedure using the following quantities: the corresponding peptidomimetic epoxide ethyl ester 18b (51.6 mg, 0.1 mmol); LiOH (5 mg, 0.2 mmol); MeOH/H2O (1.5 mL: 0.5 mL: 0.5 mL): yielded 29 as a white solid (26.2 mg, 54.2%). 1H NMR (MeOD-d4, 400 MHz): δ 7.62 (s. 1H); 6.93 (s, 1H); 6.87 (s, 2H); 4.84-4.82 (m, 1H); 3.53-3.49 (d, 1H); 3.38-3.35 (d, 1H); 3.25-3.22 (m, 2H); 2.25 (s, 3H); 2.07 (s, 6H). 13C NMR (MeOD-d4, 100 MHz): 174.40, 172.62, 170.80, 168.... Starting materials: O=Cc1ccc(CCBr)cc1, CC(Br)Br, BrCCCCc1ccccc1, [Cl-], [Mg], [NH4+], C1CCOC1. Yields the product OC(CCCCc1ccccc1)c1ccc(CCBr)cc1. As a reaction SMILES: [Br:17][CH2:18][CH2:19][c:20]1[cH:21][cH:22][c:23]([CH:24]=[O:25])[cH:26][cH:27]1.[Br:2][CH:3]([Br:4])[CH3:5].[Br:6][CH2:7][CH2:8][CH2:9][CH2:10][c:11]1[cH:12][cH:13][cH:14][cH:15][cH:16]1.[Cl-:28].[Mg:1].[NH4+:29].[O:30]1[CH2:31][CH2:32][CH2:33][CH2:34]1>>[CH2:7]([CH2:8][CH2:9][CH2:10][c:11]1[cH:12][cH:13][cH:14][cH:15][cH:16]1)[CH:24]([c:23]1[cH:22][cH:21][c:20]([CH2:19][CH2:18][Br:17])[cH:27][cH:26]1)[OH:25]. Starting materials: NC=1C=C(C=CC1N)C (3,4-diaminotoluene), C1CCOC1 (THF), C1CCOC1 (THF). Run at time 8 hour. Product: CC1=CC2=C(NC(N2)=O)C=C1 (5-methyl-1H-benzo[d]imidazol-2(3H)-one). The yield is 82.0%. As a reaction SMILES: [NH2:1][C:2]1[CH:3]=[C:4]([CH3:9])[CH:5]=[CH:6][C:7]=1[NH2:8].C1C[O:13][CH2:12]C1>>[CH3:9][C:4]1[CH:5]=[CH:6][C:7]2[NH:8][C:12](=[O:13])[NH:1][C:2]=2[CH:3]=1. Procedure: Into a 100 mL round bottomed flask, 3,4-diaminotoluene (1.00 g, 8.2 mmol) was dissolved in THF (8.2 mL). CDT (1.59 g, 9.8 mmol) in THF (25 mL) was added slowly via addition funnel. After addition the mixture was stirred overnight at room temperature. Solvent was removed under vacuum and the residue was purified by column chromatography (5% MeOH/DCM) to give the product 5-methyl-1H-benzo[d]imidazol-2(3H)-one (110A) as a brown-tan solid (990 mg, 82% yield). ESI-MS:m/z 149.4 (M+H)+. Starting materials: C(C1=CC=CC=C1)OC(=O)N1CCN(CC1)C1=NC2=CC=CC=C2C(=N1)OC[C@@H]([C@H](CO)O)O (2-[4-(Benzyloxycarbonyl)piperazin-1-yl]-4-[(2S,3S)-(2,3,4-trihydroxybutan-1-yl)oxy]quinazoline). The reagents and catalysts are [Pd] (palladium/carbon). Run in CO (methanol). Conditions: time 17 hour. Yields the product O[C@@H](COC1=NC(=NC2=CC=CC=C12)N1CCNCC1)[C@H](CO)O (4-[(2S,3S)-(2,3,4-trihydroxybutan-1-yl)oxy]-2-(1-piperazinyl)quinazoline). Isolated yield 74.7%. Reaction SMILES: C(OC([N:11]1[CH2:16][CH2:15][N:14]([C:17]2[N:26]=[C:25]([O:27][CH2:28][C@H:29]([OH:34])[C@@H:30]([OH:33])[CH2:31][OH:32])[C:24]3[C:19](=[CH:20][CH:21]=[CH:22][CH:23]=3)[N:18]=2)[CH2:13][CH2:12]1)=O)C1C=CC=CC=1>CO.[Pd]>[OH:34][C@H:29]([C@@H:30]([OH:33])[CH2:31][OH:32])[CH2:28][O:27][C:25]1[C:24]2[C:19](=[CH:20][CH:21]=[CH:22][CH:23]=2)[N:18]=[C:17]([N:14]2[CH2:15][CH2:16][NH:11][CH2:12][CH2:13]2)[N:26]=1. Procedure details: 2-[4-(Benzyloxycarbonyl)piperazin-1-yl]-4-[(2S,3S)-(2,3,4-trihydroxybutan-1-yl)oxy]quinazoline (1.5 g) is dissolved in methanol (30 ml), and thereto is added 10% palladium/carbon (0.15 g), and the mixture is stirred under hydrogen atmosphere and under atmospheric pressure at room temperature for 17 hours. The reaction mixture is filtered, and the filtrate is evaporated to dryness under reduced pressure to give 4-[(2S,3S)-(2,3,4-trihydroxybutan-1-yl)oxy]-2-(1-piperazinyl)quinazoline (0.8 g). Starting materials: OCC=1SSC(=CC1)CO (3,6-bis(hydroxymethyl)-1,2-dithiin), [OH-].[Na+] (NaOH), C[C@]1(C=C[C@H](OC(C)=O)[C@H](O1)C(=O)[O-])OCC=1SSC(=CC1)CO[C@@]1(C=C[C@H](OC(C)=O)[C@H](O1)C(=O)[O-])C (3,6-di[methyl 4-O-acetyl-2,3-dideoxy-α-D-erythro-hex-2-enopyranosyluronate]oxymethyl-1,2-dithiin), diacetate dimethyl ester. Solvent: C1CCOC1 (THF). Conditions: time 3 hour. The product is [C@H]1(C=C[C@H](O)[C@H](O1)CO)OCC=1SSC(=CC1)CO[C@@H]1C=C[C@H](O)[C@H](O1)CO (3,6-Di[2,3-dideoxy-α-D-erythro-hex-2-enopyranosyl]oxymethyl-1,2-dithiin). As a reaction SMILES: OCC1SSC(CO)=CC=1.C[C@:12]1([O:25][CH2:26][C:27]2[S:28][S:29][C:30]([CH2:33][O:34][C@@:35]3(C)[O:44][C@H:43]([C:45]([O-])=[O:46])[C@@H:38]([O:39]C(=O)C)[CH:37]=[CH:36]3)=[CH:31][CH:32]=2)[O:21][C@H:20]([C:22]([O-])=[O:23])[C@@H:15]([O:16]C(=O)C)[CH:14]=[CH:13]1.[OH-].[Na+]>C1COCC1>[C@H:12]1([O:25][CH2:26][C:27]2[S:28][S:29][C:30]([CH2:33][O:34][C@H:35]3[O:44][C@H:43]([CH2:45][OH:46])[C@@H:38]([OH:39])[CH:37]=[CH:36]3)=[CH:31][CH:32]=2)[O:21][C@H:20]([CH2:22][OH:23])[C@@H:15]([OH:16])[CH:14]=[CH:13]1 |f:2.3|. Procedure: By the above procedure for glycosylation of 3,6-bis(hydroxymethyl)-1,2-dithiin but using methyl 3,4-diacetyl-1,2-dideoxy-D-arabinohexenopyranosyluronate instead of triacetyl D-glucal, the product obtained after work-up is 3,6-di[methyl 4-O-acetyl-2,3-dideoxy-α-D-erythro-hex-2-enopyranosyluronate]oxymethyl-1,2-dithiin (17B). This diacetate dimethyl ester (20 mg) dissolved in 1 mL of THF is treated with 3 mL of 0.1M aqueous NaOH, and the resulting solution is stirred at room temperature for three ... Reactants: CC(C)c1cc(C#N)cc2nc(-c3ccc(CCBr)cc3)oc12, O=C([O-])O, CCN(C(C)C)C(C)C, NC1CCN(c2ccc(C(F)(F)F)cn2)CC1, [Na+], CN(C)C=O. Product: CC(C)c1cc(C#N)cc2nc(-c3ccc(CCNC4CCN(c5ccc(C(F)(F)F)cn5)CC4)cc3)oc12. RXN SMILES: [Br:1][CH2:2][CH2:3][c:4]1[cH:5][cH:6][c:7](-[c:10]2[o:11][c:12]3[c:13]([n:14]2)[cH:15][c:16]([C:22]#[N:23])[cH:17][c:18]3[CH:19]([CH3:20])[CH3:21])[cH:8][cH:9]1.[C:50](=[O:51])([OH:52])[O-:53].[CH:41]([N:42]([CH2:43][CH3:44])[CH:45]([CH3:46])[CH3:47])([CH3:48])[CH3:49].[F:24][C:25]([c:26]1[cH:27][cH:28][c:29]([N:32]2[CH2:33][CH2:34][CH:35]([NH2:38])[CH2:36][CH2:37]2)[n:30][cH:31]1)([F:39])[F:40].[Na+:54].[O:55]=[CH:56][N:57]([CH3:58])[CH3:59]>>[CH2:2]([CH2:3][c:4]1[cH:5][cH:6][c:7](-[c:10]2[o:11][c:12]3[c:13]([n:14]2)[cH:15][c:16]([C:22]#[N:23])[cH:17][c:18]3[CH:19]([CH3:20])[CH3:21])[cH:8][cH:9]1)[NH:38][CH:35]1[CH2:34][CH2:33][N:32]([c:29]2[cH:28][cH:27][c:26]([C:25]([F:24])([F:39])[F:40])[cH:31][n:30]2)[CH2:37][CH2:36]1.